This data is from the Open Reaction Database (ORD), a public repository of structured organic reaction records. The task is: describe an organic reaction: reactants, conditions, products, and yield The reactants are [Al+3], [F-], [H-], [H-], [H-], [H-], [K+], [Li+], C1CCOC1, O, NC(=O)CCc1cnn2c1NCCC2. Product: NCCCc1cnn2c1NCCC2. RXN SMILES: [Al+3:2].[F-:21].[H-:1].[H-:4].[H-:5].[H-:6].[K+:22].[Li+:3].[O:24]1[CH2:25][CH2:26][CH2:27][CH2:28]1.[OH2:23].[n:7]1[cH:8][c:9]([CH2:16][CH2:17][C:18](=[O:19])[NH2:20])[c:10]2[n:11]1[CH2:12][CH2:13][CH2:14][NH:15]2>>[n:7]1[cH:8][c:9]([CH2:16][CH2:17][CH2:18][NH2:20])[c:10]2[n:11]1[CH2:12][CH2:13][CH2:14][NH:15]2.